Dataset: the Open Reaction Database (ORD), a public repository of structured organic reaction records. Task: describe an organic reaction: reactants, conditions, products, and yield Reactants: CSc1nccc(-c2cnc3ccccn23)n1, CN(C)C=O, [H-], Nc1cccc(C(=O)c2ccccc2)c1, [Na+]. Product: O=C(c1ccccc1)c1cccc(Nc2nccc(-c3cnc4ccccn34)n2)c1. RXN SMILES: [CH3:1][S:2][c:3]1[n:4][cH:5][cH:6][c:7](-[c:9]2[cH:10][n:11][c:12]3[n:13]2[cH:14][cH:15][cH:16][cH:17]3)[n:8]1.[CH3:35][N:36]([CH3:37])[CH:38]=[O:39].[H-:33].[NH2:18][c:19]1[cH:20][c:21]([C:22](=[O:23])[c:24]2[cH:25][cH:26][cH:27][cH:28][cH:29]2)[cH:30][cH:31][cH:32]1.[Na+:34]>>[c:3]1([NH:18][c:19]2[cH:20][c:21]([C:22](=[O:23])[c:24]3[cH:25][cH:26][cH:27][cH:28][cH:29]3)[cH:30][cH:31][cH:32]2)[n:4][cH:5][cH:6][c:7](-[c:9]2[cH:10][n:11][c:12]3[n:13]2[cH:14][cH:15][cH:16][cH:17]3)[n:8]1. Starting materials: C(=O)NC=1SC=C(N1)C(C(=O)NC1[C@@H]2N(C(=CCS2)C(=O)OCC2=CC=C(C=C2)[N+](=O)[O-])C1=O)=NOCC(=O)O (4-nitrobenzyl 7-[2-(2-formamidothiazol-4-yl)-2-carboxymethoxyiminoacetamido]-3-cephem-4-carboxylate), C[N+](=CCl)C.[Cl-] (Vilsmeier reagent), N (ammonia), P(=O)(Cl)(Cl)Cl (phosphoryl chloride), resultant solution, Cl (hydrochloric acid). The solvent is O1CCCC1 (Tetrahydrofuran), O1CCCC1 (tetrahydrofuran), O1CCCC1 (tetrahydrofuran), CN(C=O)C (N,N-dimethylformamide), O1CCCC1 (tetrahydrofuran), O (water). Run at time 30 minute. The product is C(=O)NC=1SC=C(N1)C(C(=O)NC1[C@@H]2N(C(=CCS2)C(=O)OCC2=CC=C(C=C2)[N+](=O)[O-])C1=O)=NOCC(N)=O (4-nitrobenzyl 7-[2-(2-formamidothiazol-4-yl)-2-carbamoylmethoxyiminoacetamido]-3-cephem-4-carboxylate). Reaction SMILES: [CH:1]([NH:3][C:4]1[S:5][CH:6]=[C:7]([C:9](=[N:35][O:36][CH2:37][C:38](O)=[O:39])[C:10]([NH:12][CH:13]2[C:33](=[O:34])[N:15]3[C:16]([C:20]([O:22][CH2:23][C:24]4[CH:29]=[CH:28][C:27]([N+:30]([O-:32])=[O:31])=[CH:26][CH:25]=4)=[O:21])=[CH:17][CH2:18][S:19][C@H:14]23)=[O:11])[N:8]=1)=[O:2].C[N+:42](C)=CCl.[Cl-].P(Cl)(Cl)(Cl)=O.N.Cl>O1CCCC1.O.CN(C)C=O>[CH:1]([NH:3][C:4]1[S:5][CH:6]=[C:7]([C:9](=[N:35][O:36][CH2:37][C:38](=[O:39])[NH2:42])[C:10]([NH:12][CH:13]2[C:33](=[O:34])[N:15]3[C:16]([C:20]([O:22][CH2:23][C:24]4[CH:29]=[CH:28][C:27]([N+:30]([O-:32])=[O:31])=[CH:26][CH:25]=4)=[O:21])=[CH:17][CH2:18][S:19][C@H:14]23)=[O:11])[N:8]=1)=[O:2] |f:1.2|. Reported procedure: Tetrahydrofuran (24 ml.) and 4-nitrobenzyl 7-[2-(2-formamidothiazol-4-yl)-2-carboxymethoxyiminoacetamido]-3-cephem-4-carboxylate (syn isomer, 3.07 g.) were added to Vilsmeier reagent prepared from N,N-dimethylformamide (0.0756 g.) and phosphoryl chloride (1.59 g.) in tetrahydrofuran (6 ml.) at -10° t -5° C. and then stirred at the same temperature for 30 minutes. The solution was added dropwise to a mixture of tetrahydrofuran (50 ml.) and water (25 ml.) at -5° to 0° C. while keeping at pH 9 to 9... Reactants: C(C)(C)(C)OC(=O)N[C@H](C(C)(C)SCC1=CC=C(C=C1)OC)C(=O)O (N-t-butoxycarbonyl-S-(4-methoxybenzyl)-D-penicillamine), FC(C(=O)O)(F)F (Trifluoroacetic acid). Solvent: C(Cl)Cl (methylene chloride). Run at temperature 0 celsius, time 1 hour. Yields the product COC1=CC=C(CSC([C@@H](N)C(=O)O)(C)C)C=C1 (S-(4-methoxybenzyl)-D-penicillamine). As a reaction SMILES: C(OC([NH:8][C@@H:9]([C:23]([OH:25])=[O:24])[C:10]([S:13][CH2:14][C:15]1[CH:20]=[CH:19][C:18]([O:21][CH3:22])=[CH:17][CH:16]=1)([CH3:12])[CH3:11])=O)(C)(C)C.FC(F)(F)C(O)=O>C(Cl)Cl>[CH3:22][O:21][C:18]1[CH:17]=[CH:16][C:15]([CH2:14][S:13][C:10]([CH3:12])([CH3:11])[C@H:9]([C:23]([OH:25])=[O:24])[NH2:8])=[CH:20][CH:19]=1. Procedure details: The N-t-butoxycarbonyl-S-(4-methoxybenzyl)-D-penicillamine (5.0 g, 13.5 mmol) is dissolved in 40 mL of methylene chloride and cooled to 0° C. in an ice bath. Trifluoroacetic acid (18.5 g, 162 mmol) is added next, and the resulting mixture is stirred at 0° C. for 1 hour. The reaction mixture is warmed to room temperature and stirred until the starting material disappeared by TLC and mass spec (3 h.). The trifluoroacetic acid and methylene chloride are evaporated under reduced pressure to give the... Starting materials: FC(S(=O)(=O)OC1=CCC(CC1)C1=CC=C(C(=O)OCC)C=C1)(F)F (ethyl 4-(4-trifluoromethanesulfonyloxycyclohex-3-enyl)benzoate), O1CCOCC1 (dioxane), CCN(C(C)C)C(C)C (DIEA), C(C)(C)(C)O (tert-butanol). The reagents and catalysts are CN(C)C=1C=CN=CC1 (DMAP), C(C)(=O)[O-].C(C)(=O)[O-].[Pd+2] (palladium diacetate), C1=CC=C(C=C1)P([C-]2C=CC=C2)C3=CC=CC=C3.C1=CC=C(C=C1)P([C-]2C=CC=C2)C3=CC=CC=C3.[Fe+2] (DPPF), C(=O)=[Mo](=C=O)(=C=O)(=C=O)(=C=O)=C=O (hexacarbonylmolybdenum). Solvent: ClCCl (dichloromethane). Conditions: temperature 120 celsius. Product: C(C)(C)(C)OC(=O)C1=CCC(CC1)C1=CC=C(C(=O)OCC)C=C1 (ethyl 4-(4-tert-butoxycarbonylcyclohex-3-enyl)-benzoate). As a reaction SMILES: FC(F)(F)S(O[C:7]1[CH2:12][CH2:11][CH:10]([C:13]2[CH:23]=[CH:22][C:16]([C:17]([O:19][CH2:20][CH3:21])=[O:18])=[CH:15][CH:14]=2)[CH2:9][CH:8]=1)(=O)=O.CCN(C(C)C)C(C)C.[C:35]([OH:39])([CH3:38])([CH3:37])[CH3:36].[O:40]1CCOC[CH2:41]1>CN(C1C=CN=CC=1)C.ClCCl.C(=[Mo](=C=O)(=C=O)(=C=O)(=C=O)=C=O)=O.C([O-])(=O)C.C([O-])(=O)C.[Pd+2].C1C=CC(P(C2C=CC=CC=2)[C-]2C=CC=C2)=CC=1.C1C=CC(P(C2C=CC=CC=2)[C-]2C=CC=C2)=CC=1.[Fe+2]>[C:35]([O:39][C:41]([C:7]1[CH2:12][CH2:11][CH:10]([C:13]2[CH:23]=[CH:22][C:16]([C:17]([O:19][CH2:20][CH3:21])=[O:18])=[CH:15][CH:14]=2)[CH2:9][CH:8]=1)=[O:40])([CH3:38])([CH3:37])[CH3:36] |f:7.8.9,10.11.12|. Procedure: 1 g of ethyl 4-(4-trifluoromethanesulfonyloxycyclohex-3-enyl)benzoate is placed in 10 mL of dioxane, which is placed in two microwave tubes. 349 mg of hexacarbonylmolybdenum (1.32 mmol, 0.5 eq.), 59 mg of palladium diacetate (0.26 mmol, 0.1 eq.), 147 mg of DPPF (0.26 mmol, 0.1 eq.), 646 mg of DMAP (5.29 mmol, 2 eq.), 1.06 mL of DIEA (6.08 mmol, 2.3 eq.) and 2.53 mL of tert-butanol (26.43 mmol, 10 eq.), which are placed in two tubes, are successively added. The tubes are sealed and heated by micr... The reactants are C[Si]([N-][Si](C)(C)C)(C)C.[K+] (potassium hexamethyldisilazide), O (water), C(C)(=O)OCC (ethyl acetate), solution, C(C)(C)C1=CC(=C(C=C1)C(C)=O)OC (4′-isopropyl-2′-methoxyacetophenone). The reagents and catalysts are [Br-].C(C)[P+](C1=CC=CC=C1)(C1=CC=CC=C1)C1=CC=CC=C1 (Ethyltriphenylphosphonium bromide). Run in C1(=CC=CC=C1)C (toluene), O1CCCC1 (tetrahydrofuran), O1CCCC1 (tetrahydrofuran). The product is C(C)(C)C1=CC(=C(C=C1)C(=CC)C)OC (4-Isopropyl-2-methoxy-1-(1-methylpropenyl)benzene). Reaction SMILES: [CH3:1][Si](C)(C)[N-][Si](C)(C)C.[K+].[CH:11]([C:14]1[CH:19]=[CH:18][C:17]([C:20](=O)[CH3:21])=[C:16](OC)[CH:15]=1)([CH3:13])[CH3:12].[OH2:25].[C:26](OCC)(=O)[CH3:27]>[Br-].C([P+](C1C=CC=CC=1)(C1C=CC=CC=1)C1C=CC=CC=1)C.O1CCCC1.C1(C)C=CC=CC=1>[CH:11]([C:14]1[CH:19]=[CH:18][C:17]([C:20]([CH3:21])=[CH:26][CH3:27])=[C:16]([O:25][CH3:1])[CH:15]=1)([CH3:13])[CH3:12] |f:0.1,5.6|. Procedure details: Ethyltriphenylphosphonium bromide (67.49 g, 181.79 mmol) is introduced in 675 ml of tetrahydrofuran. This white suspension is admixed over the course of 30 minutes with potassium hexamethyldisilazide (363.57 ml of a 0.5 M solution in toluene, 181.79 mmol), at a temperature between −5° C. and 0° C. The resulting red suspension is then stirred at room temperature for two and a half hours. Following dropwise addition (35 minutes) of 4′-isopropyl-2′-methoxyacetophenone (23.3 g, 121.19 mmol), in solu... The reactants are ClC\C=C/CN1S(N(C2=C1C=CC=C2)C2=C(C=C(C=C2)C)F)(=O)=O (1-[(2Z)-4-chlorobut-2-en-1-yl]-3-(2-fluoro-4-methylphenyl)-1,3-dihydro-2,1,3-benzothiadiazole2,2-dioxide), C(C)N (ethylamine). Yields the product Cl.C(C)NC\C=C/CN1S(N(C2=C1C=CC=C2)C2=C(C=C(C=C2)C)F)(=O)=O ((2Z)-N-ethyl-4-[3-(2-fluoro-4-methylphenyl)-2,2-dioxido-2,1,3-benzothiadiazol-1(3H)-yl]but-2-en-1-amine hydrochloride). RXN SMILES: [Cl:1][CH2:2]/[CH:3]=[CH:4]\[CH2:5][N:6]1[C:10]2[CH:11]=[CH:12][CH:13]=[CH:14][C:9]=2[N:8]([C:15]2[CH:20]=[CH:19][C:18]([CH3:21])=[CH:17][C:16]=2[F:22])[S:7]1(=[O:24])=[O:23].[CH2:25]([NH2:27])[CH3:26]>>[ClH:1].[CH2:25]([NH:27][CH2:2]/[CH:3]=[CH:4]\[CH2:5][N:6]1[C:10]2[CH:11]=[CH:12][CH:13]=[CH:14][C:9]=2[N:8]([C:15]2[CH:20]=[CH:19][C:18]([CH3:21])=[CH:17][C:16]=2[F:22])[S:7]1(=[O:24])=[O:23])[CH3:26] |f:2.3|. Procedure: In an analogous manner to general procedure V, 1-[(2Z)-4-chlorobut-2-en-1-yl]-3-(2-fluoro-4-methylphenyl)-1,3-dihydro-2,1,3-benzothiadiazole2,2-dioxide was reacted with ethylamine to provide (2Z)-N-ethyl-4-[3-(2-fluoro-4-methylphenyl)-2,2-dioxido-2,1,3-benzothiadiazol-1(3H)-yl]but-2-en-1-amine hydrochloride: Reactants: CC1=C(C=CC=C1)N1CCC=2C(NC=3C(=CC=CC3C21)OCC(C(F)(F)F)(F)F)=O (1-(2-Methylphenyl)-4-oxo-6-β,β,γ,γ,γ-pentafluoropropyloxy-2,3,4,5-tetrahydropyrrolo[3,2-c]quinoline). Reagents/catalysts: [Pd] (Pd/C). Run in C1(=CC=CC=C1)OC1=CC=CC=C1 (diphenyl ether). The product is CC1=C(C=CC=C1)N1C=CC=2C(=NC=3C(=CC=CC3C21)OCC(C(F)(F)F)(F)F)NCCO (1-(2-methylphenyl)-4-[(2-hydroxyethyl)amino]-6-β,β,γ,γ,γ-pentafluoropropyloxypyrrolo[3,2-c]quinoline). The yield is 147.9%. RXN SMILES: [CH3:1][C:2]1[CH:7]=[CH:6][CH:5]=[CH:4][C:3]=1[N:8]1[C:20]2[C:19]3[CH:18]=[CH:17][CH:16]=[C:15]([O:21][CH2:22][C:23]([F:29])([F:28])[C:24]([F:27])([F:26])[F:25])[C:14]=3[NH:13][C:12](=O)[C:11]=2[CH2:10][CH2:9]1>C1(OC2C=CC=CC=2)C=CC=CC=1.[Pd]>[CH3:1][C:2]1[CH:7]=[CH:6][CH:5]=[CH:4][C:3]=1[N:8]1[C:20]2[C:19]3[CH:18]=[CH:17][CH:16]=[C:15]([O:21][CH2:22][C:23]([F:29])([F:28])[C:24]([F:27])([F:25])[F:26])[C:14]=3[N:13]=[C:12]([NH:13][CH2:14][CH2:15][OH:21])[C:11]=2[CH:10]=[CH:9]1. Reported procedure: 1-(2-Methylphenyl)-4-oxo-6-β,β,γ,γ,γ-pentafluoropropyloxy-2,3,4,5-tetrahydropyrrolo[3,2-c]quinoline (2.6 g, 6.1 mmol), prepared by the procedure of Step 4 in the Example 57, was dissolved in diphenyl ether(20 ml) and 5%-Pd/C(400 mg) was added. The reaction mixture was refluxed for 4 hours, cooled to room temperature, and purified by silica gel chromatography to obtain 2.1 g of desired compound as solid in 58% of yield. The reactants are C(C=C)C1(CCN(C(O1)=O)[C@@H](C)C1=CC=C(C=C1)C1=C(C=C(C=C1)F)F)C(C)C (6-allyl-3-((S)-1-(2′,4′-difluorobiphenyl-4-yl)ethyl)-6-isopropyl-1,3-oxazinan-2-one), O=[O+][O-] (ozone), [BH4-].[Na+] (NaBH4). Solvent: C(Cl)Cl (CH2Cl2). Run at time 8 hour. The product is FC1=C(C=CC(=C1)F)C1=CC=C(C=C1)[C@H](C)N1C(OC(CC1)(C(C)C)CCO)=O (3-((S)-1-(2′,4′-difluorobiphenyl-4-yl)ethyl)-6-(2-hydroxyethyl)-6-isopropyl-1,3-oxazinan-2-one). Reaction SMILES: [CH2:1]([C:4]1([CH:27]([CH3:29])[CH3:28])[O:9][C:8](=[O:10])[N:7]([C@H:11]([C:13]2[CH:18]=[CH:17][C:16]([C:19]3[CH:24]=[CH:23][C:22]([F:25])=[CH:21][C:20]=3[F:26])=[CH:15][CH:14]=2)[CH3:12])[CH2:6][CH2:5]1)[CH:2]=C.[O:30]=[O+][O-].[BH4-].[Na+]>C(Cl)Cl>[F:26][C:20]1[CH:21]=[C:22]([F:25])[CH:23]=[CH:24][C:19]=1[C:16]1[CH:15]=[CH:14][C:13]([C@@H:11]([N:7]2[CH2:6][CH2:5][C:4]([CH2:1][CH2:2][OH:30])([CH:27]([CH3:29])[CH3:28])[O:9][C:8]2=[O:10])[CH3:12])=[CH:18][CH:17]=1 |f:2.3|. Procedure: A solution of 6-allyl-3-((S)-1-(2′,4′-difluorobiphenyl-4-yl)ethyl)-6-isopropyl-1,3-oxazinan-2-one (60 mg, crude) in dry CH2Cl2 (10 mL) was treated with ozone at −78° C. until the mixture turned blue. The system was then flushed with oxygen to remove excess ozone. NaBH4 (29 mg, 0.75 mmol) was added to the mixture in portions at rt. The mixture was stirred overnight at rt. The mixture was quenched with water, and the layers were separated. The aqueous layer was extracted with CH2Cl2 (2×). The orga... The reactants are COC=1C=C(CCI)C=CC1OC (3,4-dimethoxyphenethyl iodide), CC(=O)O[C@@H]1[C@@H](SC=2C=CC=CC2N(C1=O)CCN(C)C)C=3C=CC(=CC3)OC.I (diltiazem hydroiodide). The solvent is C(C)(=O)OCC (ethyl acetate). Yields the product [I-].C(C)(=O)O[C@@H]1[C@@H](SC2=C(N(C1=O)CC[N+](C)(C)CCC1=CC(=C(C=C1)OC)OC)C=CC=C2)C2=CC=C(C=C2)OC (cis-3-(Acetyloxy)-2,3,4,5-tetrahydro-2-(4-methoxyphenyl)-N-[2-(3,4-dimethoxyphenyl)ethyl]N,N-dimethyl-4-oxo-1,5-benzothiazepine-5-ethanaminium iodide). As a reaction SMILES: [CH3:1][O:2][C:3]1[CH:4]=[C:5]([CH:9]=[CH:10][C:11]=1[O:12][CH3:13])[CH2:6][CH2:7][I:8].[CH3:14][C:15]([O:17][C@H:18]1[C:28](=[O:29])[N:27]([CH2:30][CH2:31][N:32]([CH3:34])[CH3:33])[C:26]2[CH:25]=[CH:24][CH:23]=[CH:22][C:21]=2[S:20][C@H:19]1[C:35]1[CH:36]=[CH:37][C:38]([O:41][CH3:42])=[CH:39][CH:40]=1)=[O:16].I>C(OCC)(=O)C>[I-:8].[C:15]([O:17][C@H:18]1[C:28](=[O:29])[N:27]([CH2:30][CH2:31][N+:32]([CH2:7][CH2:6][C:5]2[CH:9]=[CH:10][C:11]([O:12][CH3:13])=[C:3]([O:2][CH3:1])[CH:4]=2)([CH3:34])[CH3:33])[C:26]2[CH:25]=[CH:24][CH:23]=[CH:22][C:21]=2[S:20][C@H:19]1[C:35]1[CH:40]=[CH:39][C:38]([O:41][CH3:42])=[CH:37][CH:36]=1)(=[O:16])[CH3:14] |f:1.2,4.5|. Reported procedure: To a flask under argon containing 4.94 g (0.0119 mole) diltiazem was added 50 ml ethyl acetate and 3.48 g (0.0119 mole) 3,4-dimethoxyphenethyl iodide. The reaction was refluxed for 24 hr then filtered. The filtrate was washed with sodium bicarbonate and brine, dried over K2CO3, and 0.85 g 3,4-dimethoxyphenethyl iodide added and the reaction refluxed for 18 hr then filtered. The last step was repeated but 1.75 g of 3,4-dimethoxyphenethyl iodide was added and the reaction refluxed 5 hr. The filter...